Dataset: the Open Reaction Database (ORD), a public repository of structured organic reaction records. Task: describe an organic reaction: reactants, conditions, products, and yield The reactants are COC(C1=C(C(=C(C(=C1)OC)OC)OC)Br)OC (2-Bromo-3,4,5-trimethoxybenzaldehyde dimethyl-acetal), COC=1C=C(C=O)C=CC1OCC (3-methoxy-4-ethoxybenzaldehyde), C(#CC(=O)OC)C(=O)OC (dimethyl acetylenedicarboxylate). Yields the product COC=1C=C(C=CC1OCC)C1=C(C(=C(C2=CC(=C(C(=C12)OC)OC)OC)O)C(=O)OC)C(=O)OC (1-(3-methoxy-4-ethoxyphenyl)-2,3-bis(methoxycarbonyl)-4-hydroxy-6,7,8-trimethoxynaphthalene). Yield: 67.0%. RXN SMILES: CO[CH:3]([O:17]C)[C:4]1[CH:9]=[C:8]([O:10][CH3:11])[C:7]([O:12][CH3:13])=[C:6]([O:14][CH3:15])[C:5]=1Br.[CH3:19][O:20][C:21]1[CH:22]=[C:23]([CH:26]=[CH:27][C:28]=1[O:29][CH2:30][CH3:31])[CH:24]=O.[C:32]([C:38]([O:40][CH3:41])=[O:39])#[C:33][C:34]([O:36][CH3:37])=[O:35]>>[CH3:19][O:20][C:21]1[CH:22]=[C:23]([C:24]2[C:5]3[C:4](=[CH:9][C:8]([O:10][CH3:11])=[C:7]([O:12][CH3:13])[C:6]=3[O:14][CH3:15])[C:3]([OH:17])=[C:33]([C:34]([O:36][CH3:37])=[O:35])[C:32]=2[C:38]([O:40][CH3:41])=[O:39])[CH:26]=[CH:27][C:28]=1[O:29][CH2:30][CH3:31]. Procedure: 2-Bromo-3,4,5-trimethoxybenzaldehyde dimethyl-acetal, 3-methoxy-4-ethoxybenzaldehyde and dimethyl acetylenedicarboxylate are treated in the same manner as described in Example , whereby 1-(3-methoxy-4-ethoxyphenyl)-2,3-bis(methoxycarbonyl)-4-hydroxy-6,7,8-trimethoxynaphthalene is obtained as colorless needles. Starting materials: CN(C)C=O (DMF), BrC=1C=CC(=NC1)F (5-bromo-2-fluoropyridine), Cl.C1C(CC12CCNCC2)O (7-azaspiro[3.5]nonan-2-ol hydrochloride), C(C)(C)N(C(C)C)CC (N,N-diisopropylethylamine). Run in C(C)#N (acetonitrile), O (water), C(C)(=O)OCC (ethyl acetate). Reaction conditions: temperature 95 celsius. The product is BrC=1C=CC(=NC1)N1CCC2(CC(C2)O)CC1 (7-(5-Bromopyridin-2-yl)-7-azaspiro[3.5]nonan-2-ol). As a reaction SMILES: [Br:1][C:2]1[CH:3]=[CH:4][C:5](F)=[N:6][CH:7]=1.Cl.[CH2:10]1[C:13]2([CH2:18][CH2:17][NH:16][CH2:15][CH2:14]2)[CH2:12][CH:11]1[OH:19].C(N(CC)C(C)C)(C)C.CN(C=O)C>C(#N)C.C(OCC)(=O)C.O>[Br:1][C:2]1[CH:3]=[CH:4][C:5]([N:16]2[CH2:17][CH2:18][C:13]3([CH2:10][CH:11]([OH:19])[CH2:12]3)[CH2:14][CH2:15]2)=[N:6][CH:7]=1 |f:1.2|. Reported procedure: 0.24 g (1.35 mmol) of 5-bromo-2-fluoropyridine, 0.20 g (1.13 mmol) of 7-azaspiro[3.5]nonan-2-ol hydrochloride (JP 2003246780) and 0.51 g (3.94 mmol) of N,N-diisopropylethylamine in 3 mL of acetonitrile are placed in a sealed tube. 1 mL of DMF is added and the mixture is then heated at 95° C. for 12 hours. The reaction mixture is allowed to cool to room temperature and is then taken up in ethyl acetate and water. The aqueous phase is separated out and the combined organic phases are then washed w... Starting materials: C1COCCN1, CO, Clc1nc(Cl)c2occc2n1. Yields the product Clc1nc(N2CCOCC2)c2occc2n1. RXN SMILES: [CH2:12]1[CH2:13][O:14][CH2:15][CH2:16][NH:17]1.[CH3:18][OH:19].[Cl:1][c:2]1[n:3][c:4]([Cl:11])[c:5]2[c:6]([n:7]1)[cH:8][cH:9][o:10]2>>[Cl:1][c:2]1[n:3][c:4]([N:17]2[CH2:12][CH2:13][O:14][CH2:15][CH2:16]2)[c:5]2[c:6]([n:7]1)[cH:8][cH:9][o:10]2. Yields the product CC1C(O)CCN1c1ccc(C#N)cc1C(F)(F)F. The reactants are CS(C)=O, CC1NCCC1O, N#Cc1ccc(F)c(C(F)(F)F)c1, [Li+], [Li+], O=C([O-])[O-]. RXN SMILES: [CH3:14][S:15]([CH3:16])=[O:17].[CH3:18][CH:19]1[NH:20][CH2:21][CH2:22][CH:23]1[OH:24].[F:1][c:2]1[c:3]([C:10]([F:11])([F:12])[F:13])[cH:4][c:5]([C:6]#[N:7])[cH:8][cH:9]1.[Li+:25].[Li+:26].[O-:27][C:28](=[O:29])[O-:30]>>[c:2]1([N:20]2[CH:19]([CH3:18])[CH:23]([OH:24])[CH2:22][CH2:21]2)[c:3]([C:10]([F:11])([F:12])[F:13])[cH:4][c:5]([C:6]#[N:7])[cH:8][cH:9]1.